From a dataset of the Open Reaction Database (ORD), a public repository of structured organic reaction records. describe an organic reaction: reactants, conditions, products, and yield Reactants: COC(=O)c1cccc(-c2ccc(CO)cc2)c1, CCOCC, O=C1NC(=O)c2ccccc21, C1CCOC1, O, c1ccc(P(c2ccccc2)c2ccccc2)cc1. Product: COC(=O)c1cccc(-c2ccc(CN3C(=O)c4ccccc4C3=O)cc2)c1. As a reaction SMILES: [CH3:1][O:2][C:3](=[O:4])[c:5]1[cH:6][c:7](-[c:11]2[cH:12][cH:13][c:14]([CH2:17][OH:18])[cH:15][cH:16]2)[cH:8][cH:9][cH:10]1.[CH3:55][CH2:56][O:57][CH2:58][CH3:59].[O:19]=[C:20]1[NH:21][C:22](=[O:23])[c:24]2[cH:25][cH:26][cH:27][cH:28][c:29]21.[O:50]1[CH2:51][CH2:52][CH2:53][CH2:54]1.[OH2:49].[c:30]1([P:31]([c:32]2[cH:33][cH:34][cH:35][cH:36][cH:37]2)[c:38]2[cH:39][cH:40][cH:41][cH:42][cH:43]2)[cH:44][cH:45][cH:46][cH:47][cH:48]1>>[CH3:1][O:2][C:3](=[O:4])[c:5]1[cH:6][c:7](-[c:11]2[cH:12][cH:13][c:14]([CH2:17][N:21]3[C:20](=[O:19])[c:29]4[c:24]([cH:25][cH:26][cH:27][cH:28]4)[C:22]3=[O:23])[cH:15][cH:16]2)[cH:8][cH:9][cH:10]1. Starting materials: O1CCOC2=C1C=CC(=C2)CCN2C(CN(CC2)CCN2C(C=C(C1=CC=C(C=C21)OC)C)=O)C(=O)OCC (ethyl 1-(2-(2,3-dihydro-1,4-benzodioxin-6-yl)ethyl)-4-(2-(7-methoxy-4-methyl-2-oxoquinolin-1(2H)-yl)ethyl)piperazine-2-carboxylate), [OH-].[Na+] (sodium hydroxide), [OH-].[Na+] (sodium hydroxide). Solvent: CO (methanol), CO (methanol). Reaction conditions: time 30 minute. Yields the product O1CCOC2=C1C=CC(=C2)CCN2C(CN(CC2)CCN2C(C=C(C1=CC=C(C=C21)OC)C)=O)C(=O)O (1-(2-(2,3-dihydro-1,4-benzodioxin-6-yl)ethyl)-4-(2-(7-methoxy-4-methyl-2-oxoquinolin-1(2H)-yl)ethyl)piperazine-2-carboxylic acid). The yield is 63.7%. RXN SMILES: [O:1]1[C:6]2[CH:7]=[CH:8][C:9]([CH2:11][CH2:12][N:13]3[CH2:18][CH2:17][N:16]([CH2:19][CH2:20][N:21]4[C:30]5[C:25](=[CH:26][CH:27]=[C:28]([O:31][CH3:32])[CH:29]=5)[C:24]([CH3:33])=[CH:23][C:22]4=[O:34])[CH2:15][CH:14]3[C:35]([O:37]CC)=[O:36])=[CH:10][C:5]=2[O:4][CH2:3][CH2:2]1.[OH-].[Na+]>CO>[O:1]1[C:6]2[CH:7]=[CH:8][C:9]([CH2:11][CH2:12][N:13]3[CH2:18][CH2:17][N:16]([CH2:19][CH2:20][N:21]4[C:30]5[C:25](=[CH:26][CH:27]=[C:28]([O:31][CH3:32])[CH:29]=5)[C:24]([CH3:33])=[CH:23][C:22]4=[O:34])[CH2:15][CH:14]3[C:35]([OH:37])=[O:36])=[CH:10][C:5]=2[O:4][CH2:3][CH2:2]1 |f:1.2|. Reported procedure: To 3.3 mL of a 90% aqueous methanol solution containing 58 mg of ethyl 1-(2-(2,3-dihydro-1,4-benzodioxin-6-yl)ethyl)-4-(2-(7-methoxy-4-methyl-2-oxoquinolin-1(2H)-yl)ethyl)piperazine-2-carboxylate, 22 mg of sodium hydroxide was added and stirred at room temperature for 30 min. Further, 66 mg of sodium hydroxide and 1.1 mL of a 90% aqueous methanol solution were added and stirred at room temperature for 6 hours. After the solvent was removed under reduced pressure, water was added, and adjusted to... The reactants are O=C(O)COc1ccccc1, Cc1cccc(N)c1C. The reagents and catalysts are CN(C)[P+](N(C)C)(N(C)C)ON1C2=CC=CC=C2N=N1.F[P-](F)(F)(F)(F)F (BOP), CCN(C(C)C)C(C)C (DIPEA). Run in CN(C)C=O (DMF), CN(C)C=O (DMF), CN(C)C=O (DMF), CN(C)C=O (DMF), CN(C)C=O (DMF), CN(C)C=O (DMF). Run at temperature 25 celsius, time 2 hour. The product is Cc1cccc(NC(=O)COc2ccccc2)c1C. The yield is 93.4%. Reaction SMILES: Cc1cccc(N)c1C.O=C(O)COc1ccccc1.CN(C)[P+](N(C)C)(N(C)C)ON1C2=CC=CC=C2N=N1.F[P-](F)(F)(F)(F)F.CCN(C(C)C)C(C)C.CN(C)C=O>>Cc1cccc(NC(=O)COc2ccccc2)c1C. Starting materials: NS(=O)(=O)C1=CC=C(C=C1)N1N=C(C=C1C1=CC=C(C=C1)Cl)CN(OC(=O)OC1=CC=CC=C1)C(=O)OC1=CC=CC=C1 ([[1-[4-(aminosulfonyl)phenyl]-5-(4-chlorophenyl)-1H-pyrazol-3-yl]methyl]-N,O-bis(phenoxycarbonyl)hydroxylamine), N (ammonia). Solvent: C(C)O (ethanol). Product: NS(=O)(=O)C1=CC=C(C=C1)N1N=C(C=C1C1=CC=C(C=C1)Cl)CN(C(N)=O)O (N′-[[1-(4-(aminosulfonyl)phenyl]-5-(4-chlorophenyl)-1H-pyrazol-3-yl]methyl]-N′-hydroxyurea). RXN SMILES: [NH2:1][S:2]([C:5]1[CH:10]=[CH:9][C:8]([N:11]2[C:15]([C:16]3[CH:21]=[CH:20][C:19]([Cl:22])=[CH:18][CH:17]=3)=[CH:14][C:13]([CH2:23][N:24]([C:35]([O:37]C3C=CC=CC=3)=O)[O:25]C(OC3C=CC=CC=3)=O)=[N:12]2)=[CH:7][CH:6]=1)(=[O:4])=[O:3].[NH3:44]>C(O)C>[NH2:1][S:2]([C:5]1[CH:6]=[CH:7][C:8]([N:11]2[C:15]([C:16]3[CH:21]=[CH:20][C:19]([Cl:22])=[CH:18][CH:17]=3)=[CH:14][C:13]([CH2:23][N:24]([OH:25])[C:35](=[O:37])[NH2:44])=[N:12]2)=[CH:9][CH:10]=1)(=[O:3])=[O:4]. Procedure: The compound from Step 5 (6.0 g, 9.7 mmol) was dissolved in 150 mL of ethanol and the solution was saturated with ammonia. The solution was let stand undisturbed overnight and then concentrated in vacuo. The residue was dissolved in ethyl acetate, washed with 1 N HCl and brine, dried over anhyd. MgSO4, filtered and concentrated in vacuo to afford N′-[[1-(4-(aminosulfonyl)phenyl]-5-(4-chlorophenyl)-1H-pyrazol-3-yl]methyl]-N′-hydroxyurea as a white solid that was crystallized from a mixture of eth...